Dataset: the Open Reaction Database (ORD), a public repository of structured organic reaction records. Task: describe an organic reaction: reactants, conditions, products, and yield The reactants are CN1CCN(c2ccc(C(=O)OC(C)(C)C)c(N)c2)CC1, CC(=O)O[BH-](OC(C)=O)OC(C)=O, C[N+](C)(C)C, ClCCl, O=C1CCOCC1, O=C(O)C(F)(F)F. The product is CN1CCN(c2ccc(C(=O)OC(C)(C)C)c(NC3CCOCC3)c2)CC1. RXN SMILES: [C:1]([CH3:2])([CH3:3])([CH3:4])[O:5][C:6]([c:7]1[c:8]([NH2:20])[cH:9][c:10]([N:13]2[CH2:14][CH2:15][N:16]([CH3:19])[CH2:17][CH2:18]2)[cH:11][cH:12]1)=[O:21].[C:36]([O:37][BH-:38]([O:39][C:40](=[O:41])[CH3:42])[O:43][C:44](=[O:45])[CH3:46])(=[O:47])[CH3:48].[CH3:49][N+:50]([CH3:51])([CH3:52])[CH3:53].[Cl:54][CH2:55][Cl:56].[O:22]1[CH2:23][CH2:24][C:25](=[O:28])[CH2:26][CH2:27]1.[OH:29][C:30]([C:31]([F:32])([F:33])[F:34])=[O:35]>>[C:1]([CH3:2])([CH3:3])([CH3:4])[O:5][C:6]([c:7]1[c:8]([NH:20][CH:25]2[CH2:24][CH2:23][O:22][CH2:27][CH2:26]2)[cH:9][c:10]([N:13]2[CH2:14][CH2:15][N:16]([CH3:19])[CH2:17][CH2:18]2)[cH:11][cH:12]1)=[O:21]. Starting materials: [OH-].[Na+] (sodium hydroxide), Cl (HCl), FC(OC1=CC=C(C=C1)O)(F)F (4-(trifluoromethoxy)phenol), C(#CC(=O)OC)C(=O)OC (dimethyl acetylene dicarboxylate), [OH-].C(C1=CC=CC=C1)[N+](C)(C)C (benzyltrimethylammonium hydroxide). Solvent: O1CCOCC1 (dioxane). Conditions: temperature 40 celsius. Product: FC(OC1=CC=C(O/C(/C(=O)O)=C\C(=O)O)C=C1)(F)F (2-[4-(trifluoromethoxy)phenoxy]fumaric acid). Isolated yield 70.0%. As a reaction SMILES: [F:1][C:2]([F:12])([F:11])[O:3][C:4]1[CH:9]=[CH:8][C:7]([OH:10])=[CH:6][CH:5]=1.[C:13]([C:19]([O:21]C)=[O:20])#[C:14][C:15]([O:17]C)=[O:16].[OH-].C([N+](C)(C)C)C1C=CC=CC=1.[OH-].[Na+].Cl>O1CCOCC1>[F:1][C:2]([F:11])([F:12])[O:3][C:4]1[CH:5]=[CH:6][C:7]([O:10]/[C:14](=[CH:13]\[C:19]([OH:21])=[O:20])/[C:15]([OH:17])=[O:16])=[CH:8][CH:9]=1 |f:2.3,4.5|. Procedure: A mixture of 4-(trifluoromethoxy)phenol (2.75 g, 12.5 mole) and dimethyl acetylene dicarboxylate (1.69 ml, 13.7 mmole) in dioxane is treated with benzyltrimethylammonium hydroxide (0.15 ml, 40% aqueous) at room temperature under a nitrogen atmosphere, heated to 90°-95° C. (condensation complete by thin layer chromatographic analysis) cooled to 40° C., treated with sodium hydroxide (10 ml, 20% aqueous), heated at 90° C. for 1 hour and cooled to room temperature. The reaction mixture is treated wi... Reactants: C1(=CC=C(C=C1)C(CC(C(=O)OCC)=O)=O)C (ethyl 4-(4-tolyl)-2,4-dioxobutanoate), Cl.FC1=CC=C(C=C1)NN (4-fluorophenylhydrazine hydrochloride). The solvent is O1CCOCC1 (dioxane), C(C)O (ethanol). The product is FC1=CC=C(C=C1)N1N=C(C=C1C1=CC=C(C=C1)C)C(=O)OCC (ethyl 1-(4-fluorophenyl)-5-(4-tolyl)pyrazole-3-carboxylate). Isolated yield 41.5%. As a reaction SMILES: [C:1]1([CH3:17])[CH:6]=[CH:5][C:4]([C:7](=O)[CH2:8][C:9](=O)[C:10]([O:12][CH2:13][CH3:14])=[O:11])=[CH:3][CH:2]=1.Cl.[F:19][C:20]1[CH:25]=[CH:24][C:23]([NH:26][NH2:27])=[CH:22][CH:21]=1>O1CCOCC1.C(O)C>[F:19][C:20]1[CH:25]=[CH:24][C:23]([N:26]2[C:7]([C:4]3[CH:5]=[CH:6][C:1]([CH3:17])=[CH:2][CH:3]=3)=[CH:8][C:9]([C:10]([O:12][CH2:13][CH3:14])=[O:11])=[N:27]2)=[CH:22][CH:21]=1 |f:1.2|. Procedure: A mixture of ethyl 4-(4-tolyl)-2,4-dioxobutanoate (4.7 g) and 4-fluorophenylhydrazine hydrochloride (3.6 g) in dioxane (35 ml) and ethanol (35 ml) was refluxed for 5 hours. The mixture was filtered and the filtrate was concentrated in vacuo. The oily residue (8 g) was purified.by column chromatography on silica gel (130 g) eluting with chloroform to give an oil of ethyl 1-(4-fluorophenyl)-5-(4-tolyl)pyrazole-3-carboxylate (2.7 g). Reactants: ClC=1C=C(CC=2C(=NNC2CC)CC)C=C(C1)Cl (4-(3,5-Dichlorobenzyl)-3,5-diethyl-1H-pyrazole), Cl.ClCCCN (3-chloropropylamine hydrochloride). Run at temperature 150 celsius. The product is ClC=1C=C(CC=2C(=NN(C2CC)CCCN)CC)C=C(C1)Cl (3-[4-(3,5-Dichlorobenzyl)-3,5-diethyl-1H-pyrazol-1-yl]-1-propanamine). The yield is 84.0%. As a reaction SMILES: [Cl:1][C:2]1[CH:3]=[C:4]([CH:15]=[C:16]([Cl:18])[CH:17]=1)[CH2:5][C:6]1[C:7]([CH2:13][CH3:14])=[N:8][NH:9][C:10]=1[CH2:11][CH3:12].Cl.Cl[CH2:21][CH2:22][CH2:23][NH2:24]>>[Cl:1][C:2]1[CH:3]=[C:4]([CH:15]=[C:16]([Cl:18])[CH:17]=1)[CH2:5][C:6]1[C:10]([CH2:11][CH3:12])=[N:9][N:8]([CH2:21][CH2:22][CH2:23][NH2:24])[C:7]=1[CH2:13][CH3:14] |f:1.2|. Reported procedure: The pyrazole of Example 11 (200 mg, 0.71 mmol) was mixed with 3-chloropropylamine hydrochloride (138 mg, 1.06 mmol). The resulting mixture was heated neat at 150° C., for 24 hours under a nitrogen atmosphere. After cooling, the reaction mixture was partitioned between dichloromethane (30 ml) and saturated aqueous sodium hydrogencarbonate solution (30 ml). The organic phase was dried over anhydrous magnesium sulphate, filtered and concentrated under reduced pressure. The crude material was purifi... Reactants: N#CC=CS(=O)(=O)c1ccc(N)cc1, C1COCCO1, O, O=S(=O)(Cl)c1cc(Cl)cc(Cl)c1O. Product: N#CC=CS(=O)(=O)c1ccc(NS(=O)(=O)c2cc(Cl)cc(Cl)c2O)cc1. Reaction SMILES: [NH2:1][c:2]1[cH:3][cH:4][c:5]([S:8](=[O:9])(=[O:10])[CH:11]=[CH:12][C:13]#[N:14])[cH:6][cH:7]1.[O:29]1[CH2:30][CH2:31][O:32][CH2:33][CH2:34]1.[OH2:28].[OH:15][c:16]1[c:17]([S:24](=[O:25])(=[O:26])[Cl:27])[cH:18][c:19]([Cl:23])[cH:20][c:21]1[Cl:22]>>[NH:1]([c:2]1[cH:3][cH:4][c:5]([S:8](=[O:9])(=[O:10])[CH:11]=[CH:12][C:13]#[N:14])[cH:6][cH:7]1)[S:24]([c:17]1[c:16]([OH:15])[c:21]([Cl:22])[cH:20][c:19]([Cl:23])[cH:18]1)(=[O:25])=[O:26]. Solvent: O (water). Reactants: BrC(C1=CC=C(C=C1)F)C1=CC=C(C=C1)F (bromobis(4-fluorophenyl)methane), BrCCCO (3-bromopropanol), C([O-])([O-])=O.[Na+].[Na+] (sodium carbonate), [I-].[K+] (potassium iodide). Product: FC1=CC=C(C=C1)C(OCCCBr)C1=CC=C(C=C1)F (1-[bis(4-fluorophenyl)methoxy]-3-bromopropane). Procedure details: A mixture of 36.9 g (0.130 mole) of bromobis(4-fluorophenyl)methane, 21.7 g (0.156 mole) of 3-bromopropanol, 16.6 g (0.156 mole) of sodium carbonate and a few potassium iodide crystals were heated to 130° C. for 16 hours. After cooling, the reaction mixture was diluted with water and extracted with ether. The ethereal phase was washed with water, dried on sodium sulfate and then concentrated to dryness. Distillation of the residue yielded 30.5 g (yield: 68%) of the desired propane. RXN SMILES: Br[CH:2]([C:10]1[CH:15]=[CH:14][C:13]([F:16])=[CH:12][CH:11]=1)[C:3]1[CH:8]=[CH:7][C:6]([F:9])=[CH:5][CH:4]=1.[Br:17][CH2:18][CH2:19][CH2:20][OH:21].C(=O)([O-])[O-].[Na+].[Na+].[I-].[K+]>O>[F:9][C:6]1[CH:7]=[CH:8][C:3]([CH:2]([C:10]2[CH:15]=[CH:14][C:13]([F:16])=[CH:12][CH:11]=2)[O:21][CH2:20][CH2:19][CH2:18][Br:17])=[CH:4][CH:5]=1 |f:2.3.4,5.6|. Isolated yield 68.8%. The reactants are Cl (hydrogen chloride), C(CCCCCCC)O (1-octanol), N1=C(C=NC=C1)C(=O)O (pyrazinecarboxylic acid), Cl (hydrogen chloride). Yield: 60.1%. The solvent is C(Cl)Cl (methylene chloride). Product: N1=C(C=NC=C1)C(=O)OCCCCCCCC (octyl pyrazinecarboxylate). Procedure: A four-necked flask was charged with 100 g (0.768 mole) of 1-octanol and 10 g (0.081 mole) of pyrazinecarboxylic acid and while the internal temperature was maintained under stirring at 70°-80° C., 15 g (0.411 mole) of hydrogen chloride was introduced through a gas inlet tube over a period of 3 hours. Upon completion of the introduction of hydrogen chloride, the reaction mixture was cooled and 100 ml of methylene chloride was added. The mixture was transferred to a separatory funnel, in which it... RXN SMILES: [CH2:1]([OH:9])[CH2:2][CH2:3][CH2:4][CH2:5][CH2:6][CH2:7][CH3:8].[N:10]1[CH:15]=[CH:14][N:13]=[CH:12][C:11]=1[C:16](O)=[O:17].Cl>C(Cl)Cl>[N:10]1[CH:15]=[CH:14][N:13]=[CH:12][C:11]=1[C:16]([O:9][CH2:1][CH2:2][CH2:3][CH2:4][CH2:5][CH2:6][CH2:7][CH3:8])=[O:17].